This data is from the Open Reaction Database (ORD), a public repository of structured organic reaction records. The task is: describe an organic reaction: reactants, conditions, products, and yield Starting materials: N(=[N+]=[N-])C(C)C=1N=C2N(C(C1Br)=O)C(=CS2)C (7-(1-azidoethyl)-6-bromo-3-methyl-5H-[1,3]thiazolo[3,2-a]pyrimidin-5-one), CC1=CC=C(C=C1)B(O)O ((4-methylphenyl)boronic acid), solution, C([O-])([O-])=O.[Na+].[Na+] (sodium carbonate), O (water). Reagents/catalysts: Cl[Pd](P(C(C)(C)C)(C(C)(C)C)C1=CC=C(C=C1)N(C)C)(P(C1=CC=C(C=C1)N(C)C)(C(C)(C)C)C(C)(C)C)Cl (dichloro(bis{di-tert-butyl[4-(dimethylamino)phenyl]phosphoranyl})palladium). Run in C(C)(=O)OCC (ethyl acetate), O1CCOCC1 (1,4-dioxane). Reaction conditions: temperature 100 celsius. The product is N(=[N+]=[N-])C(C)C=1N=C2N(C(C1C1=CC=C(C=C1)C)=O)C(=CS2)C (7-(1-azidoethyl)-3-methyl-6-(4-methylphenyl)-5H-[1,3]thiazolo[3,2-a]pyrimidin-5-one). The yield is 61.5%. RXN SMILES: [N:1]([CH:4]([C:6]1[N:7]=[C:8]2[S:16][CH:15]=[C:14]([CH3:17])[N:9]2[C:10](=[O:13])[C:11]=1Br)[CH3:5])=[N+:2]=[N-:3].[CH3:18][C:19]1[CH:24]=[CH:23][C:22](B(O)O)=[CH:21][CH:20]=1.C(=O)([O-])[O-].[Na+].[Na+].O>O1CCOCC1.C(OCC)(=O)C.Cl[Pd](Cl)(P(C(C)(C)C)(C(C)(C)C)C1C=CC(N(C)C)=CC=1)P(C1C=CC(N(C)C)=CC=1)(C(C)(C)C)C(C)(C)C>[N:1]([CH:4]([C:6]1[N:7]=[C:8]2[S:16][CH:15]=[C:14]([CH3:17])[N:9]2[C:10](=[O:13])[C:11]=1[C:22]1[CH:23]=[CH:24][C:19]([CH3:18])=[CH:20][CH:21]=1)[CH3:5])=[N+:2]=[N-:3] |f:2.3.4|. Procedure: To a mixture of 7-(1-azidoethyl)-6-bromo-3-methyl-5H-[1,3]thiazolo[3,2-a]pyrimidin-5-one (0.080 g, 0.25 mmol) and (4-methylphenyl)boronic acid (0.042 g, 0.31 mmol) in 1,4-dioxane (2 mL) was added 1 N solution of sodium carbonate in water (0.38 mL, 0.38 mmol) and dichloro(bis{di-tert-butyl[4-(dimethylamino)phenyl]phosphoranyl})palladium (0.011 g, 0.015 mmol). The mixture was heated at 100° C. overnight. After cooling to room temperature, the mixture was diluted with ethyl acetate, washed with wat... Reactants: CN(C=O)C (N,N-dimethylformamide), ClC1=C(C(=CC=C1)[N+](=O)[O-])SC=1N(C=C(N1)[N+](=O)[O-])C[C@@](CN1CCN(CC1)C(=O)OCC=CC1=CC=C(C=C1)C(F)(F)F)(C)O (3-(4-trifluoromethylphenyl)-2-propenyl(S)-4-{3-[2-(2-chloro-6-nitrophenylthio)-4-nitroimidazol-1-yl]-2-hydroxy-2-methylpropyl}piperazin-1-carboxylate), CC(C)([O-])C.[Na+] (sodium tert-butoxide), O (water). Solvent: C(C)(=O)OCC (ethyl acetate). Reaction conditions: time 30 minute. Product: C[C@@]1(CN2C(O1)=NC(=C2)[N+](=O)[O-])CN2CCN(CC2)C(=O)OCC=CC2=CC=C(C=C2)C(F)(F)F (3-(4-trifluoromethylphenyl)-2-propenyl(S)-4-(2-methyl-6-nitro-2,3-dihydroimidazo[2,1-b]oxazol-2-ylmethyl)piperazin-1-carboxylate). Isolated yield 49.7%. RXN SMILES: CN(C)C=O.ClC1C=CC=C([N+]([O-])=O)C=1S[C:17]1[N:18]([CH2:25][C@:26]([OH:51])([CH3:50])[CH2:27][N:28]2[CH2:33][CH2:32][N:31]([C:34]([O:36][CH2:37][CH:38]=[CH:39][C:40]3[CH:45]=[CH:44][C:43]([C:46]([F:49])([F:48])[F:47])=[CH:42][CH:41]=3)=[O:35])[CH2:30][CH2:29]2)[CH:19]=[C:20]([N+:22]([O-:24])=[O:23])[N:21]=1.CC(C)([O-])C.[Na+].O>C(OCC)(=O)C>[CH3:50][C@@:26]1([CH2:27][N:28]2[CH2:29][CH2:30][N:31]([C:34]([O:36][CH2:37][CH:38]=[CH:39][C:40]3[CH:45]=[CH:44][C:43]([C:46]([F:47])([F:49])[F:48])=[CH:42][CH:41]=3)=[O:35])[CH2:32][CH2:33]2)[O:51][C:17]2=[N:21][C:20]([N+:22]([O-:24])=[O:23])=[CH:19][N:18]2[CH2:25]1 |f:2.3|. Reported procedure: To N,N-dimethylformamide (0.9 ml) solution of 3-(4-trifluoromethylphenyl)-2-propenyl(S)-4-{3-[2-(2-chloro-6-nitrophenylthio)-4-nitroimidazol-1-yl]-2-hydroxy-2-methylpropyl}piperazin-1-carboxylate (89 mg) was added sodium tert-butoxide (16 mg) at 0° C., and stirred at the same temperature for 30 minutes. To the reaction mixture was added water and ethyl acetate, the organic layer was taken by separation. The ethyl acetate layer was washed with an aqueous solution of 5% potassium carbonate, water,... Starting materials: NC=1C(=CC(=C(C1)O)NC(C(CC)OC1=C(C=C(C=C1)C(C)(C)CC)C(C)(C)CC)=O)Cl (5-Amino-4-chloro-2-[2-(2,4-di-tert-amylphenoxy)butanamido]phenol), ClC(=O)OCC (ethyl chloroformate). Run in C(C)#N (acetonitrile). Product: C(C)OC(=O)NC=1C(=CC(=C(C1)O)NC(C(CC)OC1=C(C=C(C=C1)C(C)(C)CC)C(C)(C)CC)=O)Cl (5-Ethoxycarbonylamino-4-chloro-2-[2-(2,4-di-tert-amylphenoxy)butanamido]phenol). Reaction SMILES: [NH2:1][C:2]1[C:3]([Cl:32])=[CH:4][C:5]([NH:9][C:10](=[O:31])[CH:11]([O:14][C:15]2[CH:20]=[CH:19][C:18]([C:21]([CH2:24][CH3:25])([CH3:23])[CH3:22])=[CH:17][C:16]=2[C:26]([CH2:29][CH3:30])([CH3:28])[CH3:27])[CH2:12][CH3:13])=[C:6]([OH:8])[CH:7]=1.Cl[C:34]([O:36][CH2:37][CH3:38])=[O:35]>C(#N)C>[CH2:37]([O:36][C:34]([NH:1][C:2]1[C:3]([Cl:32])=[CH:4][C:5]([NH:9][C:10](=[O:31])[CH:11]([O:14][C:15]2[CH:20]=[CH:19][C:18]([C:21]([CH2:24][CH3:25])([CH3:23])[CH3:22])=[CH:17][C:16]=2[C:26]([CH2:29][CH3:30])([CH3:28])[CH3:27])[CH2:12][CH3:13])=[C:6]([OH:8])[CH:7]=1)=[O:35])[CH3:38]. Reported procedure: 42 g of the 5-amino-4-chloro-2-[2-(2,4-di-tert-amylphenoxy)butanamido]phenol obtained in Step (i) above was dispersed in acetonitrile to which 10.4 g of ethyl chloroformate was added dropwise under refluxing. After refluxing for 3 hours, the reaction mixture was cooled to deposite crystals. The crystals were collected by filtration and dried to obtain 41.8 g of the above described compound. Reactants: S(C)(=O)(=O)[O-] (mesylate), C(C)N(CCCO)CC (3-diethylamino-1-propanol), CS(=O)(=O)Cl (methanesulfonyl chloride), OC1=CC=C(C=C1)C(C)=O (4′-hydroxyacetophenone), C([O-])([O-])=O.[K+].[K+] (potassium carbonate). Run in CN(C)C=O (DMF). Conditions: temperature 80 celsius. Yields the product C(C)N(CCCOC1=CC=C(C=C1)C(C)=O)CC (1-{4-[3-(diethylamino)propoxy]phenyl}ethanone). RXN SMILES: [OH:1][C:2]1[CH:7]=[CH:6][C:5]([C:8](=[O:10])[CH3:9])=[CH:4][CH:3]=1.C(=O)([O-])[O-].[K+].[K+].S([O-])(=O)(=O)C.[CH2:22]([N:24]([CH2:29][CH3:30])[CH2:25][CH2:26][CH2:27]O)[CH3:23].CS(Cl)(=O)=O>CN(C=O)C>[CH2:22]([N:24]([CH2:29][CH3:30])[CH2:25][CH2:26][CH2:27][O:1][C:2]1[CH:7]=[CH:6][C:5]([C:8](=[O:10])[CH3:9])=[CH:4][CH:3]=1)[CH3:23] |f:1.2.3|. Reported procedure: To a stirred solution of 4′-hydroxyacetophenone (91 mmol) in DMF (80 mL) at rt, solid potassium carbonate (153 mmol) was added. The mesylate prepared from 3-diethylamino-1-propanol and methanesulfonyl chloride (76 mmol) was added to the reaction mixture and heated to 80° C. until completion according to General Procedure Q1, as indicated by TLC or HPLC. After cooling to rt, the reaction mixture was quenched by treating the mixture with saturated sodium bicarbonate. The aqueous layer was poured i...